From a dataset of the Open Reaction Database (ORD), a public repository of structured organic reaction records. describe an organic reaction: reactants, conditions, products, and yield The reactants are O=C(c1ccccc1)c1ccc(Br)cc1, Cc1ccccc1, [K+], [K+], [K+], OB(O)c1ccccc1, O=P([O-])([O-])[O-]. The product is O=C(c1ccccc1)c1ccc(-c2ccccc2)cc1. RXN SMILES: [Br:1][c:2]1[cH:3][cH:4][c:5]([C:6](=[O:7])[c:8]2[cH:9][cH:10][cH:11][cH:12][cH:13]2)[cH:14][cH:15]1.[CH3:33][c:34]1[cH:35][cH:36][cH:37][cH:38][cH:39]1.[K+:30].[K+:31].[K+:32].[OH:16][B:17]([OH:18])[c:19]1[cH:20][cH:21][cH:22][cH:23][cH:24]1.[P:25]([O-:26])([O-:27])([O-:28])=[O:29]>>[c:2]1(-[c:19]2[cH:20][cH:21][cH:22][cH:23][cH:24]2)[cH:3][cH:4][c:5]([C:6](=[O:7])[c:8]2[cH:9][cH:10][cH:11][cH:12][cH:13]2)[cH:14][cH:15]1. Reactants: FC=1C=C(C=C(C1F)F)O (3,4,5-trifluorophenol), BrC[C@@H]1CC[C@H](CC1)C1CC[Si](CC1)(CCCC(C)F)C1=CC=CC=C1 (4-(trans-4-bromomethylcyclohexyl)-I-phenyl-1-(4-fluoropentyl)-1-silacyclohexane). Product: FC=1C=C(C=C(C1F)F)OC[C@@H]1CC[C@H](CC1)[C@@H]1CC[Si@H](CC1)CCCC(C)F (trans-4-(trans-4-(3,4,5-trifluorophenyloxymethyl)cyclohexyl)-1-(4-fluoropentyl)-1- silacyclohexane). RXN SMILES: [F:1][C:2]1[CH:3]=[C:4]([OH:10])[CH:5]=[C:6]([F:9])[C:7]=1[F:8].Br[CH2:12][C@H:13]1[CH2:18][CH2:17][C@H:16]([CH:19]2[CH2:24][CH2:23][Si:22](C3C=CC=CC=3)([CH2:25][CH2:26][CH2:27][CH:28]([F:30])[CH3:29])[CH2:21][CH2:20]2)[CH2:15][CH2:14]1>>[F:1][C:2]1[CH:3]=[C:4]([O:10][CH2:12][C@H:13]2[CH2:14][CH2:15][C@H:16]([C@H:19]3[CH2:20][CH2:21][Si@H:22]([CH2:25][CH2:26][CH2:27][CH:28]([F:30])[CH3:29])[CH2:23][CH2:24]3)[CH2:17][CH2:18]2)[CH:5]=[C:6]([F:9])[C:7]=1[F:8]. Procedure details: The general procedure of Example 39 was repeated using 3,4,5-trifluorophenol and 4-(trans-4-bromomethylcyclohexyl)-I-phenyl-1-(4-fluoropentyl)-1-silacyclohexane thereby obtaining the intended product. Starting materials: BrC1=NC=C(C=C1)C (2-bromo-5-methyl-pyridine), C(#C)N1C2=C(C=3C=C(C=CC13)C)CN(CC2)C (5-ethynyl-2,8-dimethyl-2,3,4,5-tetrahydro-1H-pyrido[4,3-b]indole), CCCC[N+](CCCC)(CCCC)CCCC.[F-] (TBAF), dichloro bistriphenylphosphine palladium(II). The solvent is O (water). Product: CN1CC2=C(N(C=3C=CC(=CC23)C)C#CC2=NC=C(C=C2)C)CC1 (2,8-dimethyl-5-(5-methyl-pyridin-2-ylethynyl)-2,3,4,5-tetrahydro-1H-pyrido[4,3-b]indole). Reaction SMILES: Br[C:2]1[CH:7]=[CH:6][C:5]([CH3:8])=[CH:4][N:3]=1.[C:9]([N:11]1[C:19]2[CH:18]=[CH:17][C:16]([CH3:20])=[CH:15][C:14]=2[C:13]2[CH2:21][N:22]([CH3:25])[CH2:23][CH2:24][C:12]1=2)#[CH:10].CCCC[N+](CCCC)(CCCC)CCCC.[F-]>O>[CH3:25][N:22]1[CH2:23][CH2:24][C:12]2[N:11]([C:9]#[C:10][C:2]3[CH:7]=[CH:6][C:5]([CH3:8])=[CH:4][N:3]=3)[C:19]3[CH:18]=[CH:17][C:16]([CH3:20])=[CH:15][C:14]=3[C:13]=2[CH2:21]1 |f:2.3|. Procedure details: A mixture of 2-bromo-5-methyl-pyridine (250 mg, 1.45 mmol), 5-ethynyl-2,8-dimethyl-2,3,4,5-tetrahydro-1H-pyrido[4,3-b]indole (391 mg, 1.74 mmol), TBAF.3H2O (1.374 g, 4.36 mmol) and dichloro bistriphenylphosphine palladium(II) (51 mg, 0.072 mmol) was stirred at 85° C. for 10 min. The reaction mixture was poured into water and extracted with EtOAc (3×100 mL). The organic layer was washed with water (3×100 mL), dried over anhydrous sodium sulfate and concentrated. The residue was purified by column... The reactants are C1(CCCCC1)CCC[C@H](CC(=O)OC(C)(C)C)C1=NC(=NO1)C(=O)N1CC(C1)N(C)C (tert-butyl (3R)-6-cyclohexyl-3-(3-{[3-(dimethylamino)-1-azetidinyl]carbonyl}-1,2,4-oxadiazol-5-yl)hexanoate). Run in FC(C(=O)O)(F)F (trifluoroacetic acid). The product is C1(CCCCC1)CCC[C@H](CC(=O)O)C1=NC(=NO1)C(=O)N1CC(C1)N(C)C ((3R)-6-Cyclohexyl-3-(3-{[3-(dimethylamino)-1-azetidinyl]carbonyl}-1,2,4-oxadiazol-5-yl)hexanoic Acid). Isolated yield 10.1%. As a reaction SMILES: [CH:1]1([CH2:7][CH2:8][CH2:9][C@@H:10]([C:19]2[O:23][N:22]=[C:21]([C:24]([N:26]3[CH2:29][CH:28]([N:30]([CH3:32])[CH3:31])[CH2:27]3)=[O:25])[N:20]=2)[CH2:11][C:12]([O:14]C(C)(C)C)=[O:13])[CH2:6][CH2:5][CH2:4][CH2:3][CH2:2]1>FC(F)(F)C(O)=O>[CH:1]1([CH2:7][CH2:8][CH2:9][C@@H:10]([C:19]2[O:23][N:22]=[C:21]([C:24]([N:26]3[CH2:27][CH:28]([N:30]([CH3:32])[CH3:31])[CH2:29]3)=[O:25])[N:20]=2)[CH2:11][C:12]([OH:14])=[O:13])[CH2:6][CH2:5][CH2:4][CH2:3][CH2:2]1. Reported procedure: A solution of tert-butyl (3R)-6-cyclohexyl-3-(3-{[3-(dimethylamino)-1-azetidinyl]carbonyl}-1,2,4-oxadiazol-5-yl)hexanoate (Preparation 75) (340 mg, 0.76 mmol) in trifluoroacetic acid (10 ml) was stirred at room temperature for 2 hours. The solvent was removed under reduced pressure and the residue azeotroped from dichloromethane. The residue was dissolved in ethyl acetate (50 ml) and washed with saturated aqueous ammonium chloride solution (50 ml) and brine (50 ml), dried over anhydrous sodium s... Starting materials: NC1=CC(=C(C=C1)C(=O)C1=CC=C(C=C1)Cl)Cl ((4-amino-2-chlorophenyl)-(4′-chlorophenyl)methanone), II (Iodine), C(C)(=O)O (acetic acid), C(C)(=O)O (acetic acid), P(O)(O)(O)=O (phosphoric acid). Run in O (water), C(C)(=O)OCC (Ethyl acetate). Yields the product ClC=1C=C(N)C=CC1CC1=CC=C(C=C1)Cl (3-chloro-4-(4-chlorobenzyl)aniline). Isolated yield 98.9%. RXN SMILES: II.C(O)(=O)C.P(=O)(O)(O)O.[NH2:12][C:13]1[CH:18]=[CH:17][C:16]([C:19]([C:21]2[CH:26]=[CH:25][C:24]([Cl:27])=[CH:23][CH:22]=2)=O)=[C:15]([Cl:28])[CH:14]=1>C(OCC)(=O)C.O>[Cl:28][C:15]1[CH:14]=[C:13]([CH:18]=[CH:17][C:16]=1[CH2:19][C:21]1[CH:26]=[CH:25][C:24]([Cl:27])=[CH:23][CH:22]=1)[NH2:12]. Reported procedure: Iodine (1 g) and 50 mL of acetic acid were mixed together, 2.53 g of 50% phosphoric acid was added thereto, and the mixture was heated with stirring to reflux. Subsequently, a mixture composed of 3.2 g of (4-amino-2-chlorophenyl)-(4′-chlorophenyl)methanone and 15 mL of acetic acid were added dropwise to the mixed solution. This solution was heated under reflux for 134 hr, was then cooled and was poured into water. Ethyl acetate was added to the mixed solution followed by separation and washing w... Reactants: O=C([O-])[O-], CC#N, [K+], [K+], O=C(c1ccc(Cl)nc1)N1CCC1, COCC(C)Oc1cc(O)cc(C(=O)Nc2ccn(C)n2)c1. Yields the product COCC(C)Oc1cc(Oc2ccc(C(=O)N3CCC3)cn2)cc(C(=O)Nc2ccn(C)n2)c1. RXN SMILES: [C:1](=[O:2])([O-:3])[O-:4].[CH3:42][C:43]#[N:44].[K+:5].[K+:6].[N:29]1([C:33](=[O:34])[c:35]2[cH:36][cH:37][c:38]([Cl:41])[n:39][cH:40]2)[CH2:30][CH2:31][CH2:32]1.[OH:7][c:8]1[cH:9][c:10]([C:11](=[O:12])[NH:13][c:14]2[n:15][n:16]([CH3:19])[cH:17][cH:18]2)[cH:20][c:21]([O:23][CH:24]([CH2:25][O:26][CH3:27])[CH3:28])[cH:22]1>>[O:7]([c:8]1[cH:9][c:10]([C:11](=[O:12])[NH:13][c:14]2[n:15][n:16]([CH3:19])[cH:17][cH:18]2)[cH:20][c:21]([O:23][CH:24]([CH2:25][O:26][CH3:27])[CH3:28])[cH:22]1)[c:38]1[cH:37][cH:36][c:35]([C:33]([N:29]2[CH2:30][CH2:31][CH2:32]2)=[O:34])[cH:40][n:39]1. Reactants: COC=1C=CC2=C(SC(=C2)C2=CC=C(C=C2)OC)C1 (6-methoxy-2-(4-methoxyphenyl) -benzo[b]thiophene), C(C1=CC=C(C=C1)OC)(=O)Cl (ρ-anisoyl chloride), [Cl-].[Cl-].[Cl-].[Al+3] (aluminum trichloride). Solvent: C(Cl)Cl (methylene chloride). Reaction conditions: time 8 hour. Product: COC=1C=CC2=C(SC(=C2C(=O)C2=CC=C(C=C2)OC)C2=CC=C(C=C2)OC)C1 ([6-Methoxy-2-(4-methoxy-phenyl)-benzo[b]thiophen-3-yl]-(4-methoxy -phenyl)-methanone). RXN SMILES: [CH3:1][O:2][C:3]1[CH:4]=[CH:5][C:6]2[CH:10]=[C:9]([C:11]3[CH:16]=[CH:15][C:14]([O:17][CH3:18])=[CH:13][CH:12]=3)[S:8][C:7]=2[CH:19]=1.[C:20](Cl)(=[O:29])[C:21]1[CH:26]=[CH:25][C:24]([O:27][CH3:28])=[CH:23][CH:22]=1.[Cl-].[Cl-].[Cl-].[Al+3]>C(Cl)Cl>[CH3:1][O:2][C:3]1[CH:4]=[CH:5][C:6]2[C:10]([C:20]([C:21]3[CH:26]=[CH:25][C:24]([O:27][CH3:28])=[CH:23][CH:22]=3)=[O:29])=[C:9]([C:11]3[CH:12]=[CH:13][C:14]([O:17][CH3:18])=[CH:15][CH:16]=3)[S:8][C:7]=2[CH:19]=1 |f:2.3.4.5|. Reported procedure: To a suspension of 6-methoxy-2-(4-methoxyphenyl) -benzo[b]thiophene (2 g, 7.4 mmol), and ρ-anisoyl chloride in 110 mL of methylene chloride was added aluminum trichloride (4.93 g, 37 mmol) in three portions and the reaction was stirred overnight. It was then quenched with 200 mL of 2N sodium hydroxide and extracted with methylene chloride. The combined organic layers was washed with brine and dried over anhydrous magnesium sulfate. After filtration, concentration and silica gel column chromatogr... Starting materials: OC(C(=O)O)CCS(=O)(=O)CC1=CC(=CC=C1)OC1=CC=CC=C1 (2-hydroxy-4-[(3-phenoxybenzyl)sulfonyl]butanoic acid), C=1C=CC2=C(C1)N=NN2O (HOBT), NCCN1CCOCC1 (4-(2-aminoethyl)morpholine), CN1CCOCC1 (N-methylmorpholine). Solvent: C(CCl)Cl (EDC), CN(C)C=O (DMF), CN(C)C=O (DMF). Run at time 2 hour. Yields the product O1CCN(CC1)CCNC(C(CCS(=O)(=O)CC1=CC(=CC=C1)OC1=CC=CC=C1)O)=O (N1-(2-morpholinoethyl)-2-hydroxy-4-[(3-phenoxybenzyl)sulfonyl]butanamide). Isolated yield 45.4%. Reaction SMILES: [OH:1][CH:2]([CH2:6][CH2:7][S:8]([CH2:11][C:12]1[CH:17]=[CH:16][CH:15]=[C:14]([O:18][C:19]2[CH:24]=[CH:23][CH:22]=[CH:21][CH:20]=2)[CH:13]=1)(=[O:10])=[O:9])[C:3]([OH:5])=O.C1C=CC2N(O)N=NC=2C=1.[NH2:35][CH2:36][CH2:37][N:38]1[CH2:43][CH2:42][O:41][CH2:40][CH2:39]1.CN1CCOCC1>CN(C=O)C.C(Cl)CCl>[O:41]1[CH2:42][CH2:43][N:38]([CH2:37][CH2:36][NH:35][C:3](=[O:5])[CH:2]([OH:1])[CH2:6][CH2:7][S:8]([CH2:11][C:12]2[CH:17]=[CH:16][CH:15]=[C:14]([O:18][C:19]3[CH:24]=[CH:23][CH:22]=[CH:21][CH:20]=3)[CH:13]=2)(=[O:10])=[O:9])[CH2:39][CH2:40]1. Procedure: Part G: A solution of 3.4 g (10 mmol) of 2-hydroxy-4-[(3-phenoxybenzyl)sulfonyl]butanoic acid from Part F and 2.1 g (15 mM) HOBT in 15 mL of anhydrous DMF was cooled in an ice bath and treated with 2.3 g (12 mM) of EDC. After 2 hours, the reaction was treated with a solution of 1.5 g (12 mM) of 4-(2-aminoethyl)morpholine and 3.3 mL (3.1 g, 30 mM) of N-methylmorpholine in 5 mL anhydrous DMF. After stirring for 66 hours, the reaction was concentrated in vacuo, and the residue was partitioned betwe...